From a dataset of the Open Reaction Database (ORD), a public repository of structured organic reaction records. describe an organic reaction: reactants, conditions, products, and yield The yield is 83.3%. Reaction SMILES: C[O:2][C:3]([C:5]1[CH:10]=[CH:9][C:8]([CH:11]2[CH2:13][CH2:12]2)=[C:7]([O:14][CH2:15][CH2:16][O:17][CH3:18])[N:6]=1)=[O:4].[OH-].[Na+]>C(O)C>[CH:11]1([C:8]2[CH:9]=[CH:10][C:5]([C:3]([OH:4])=[O:2])=[N:6][C:7]=2[O:14][CH2:15][CH2:16][O:17][CH3:18])[CH2:13][CH2:12]1 |f:1.2|. Solvent: C(C)O (ethanol). Starting materials: COC(=O)C1=NC(=C(C=C1)C1CC1)OCCOC (5-cyclopropyl-6-(2-methoxyethoxy)-pyridine-2-carboxylic acid methyl ester), [OH-].[Na+] (sodium hydroxide). Procedure: A solution of 5-cyclopropyl-6-(2-methoxyethoxy)-pyridine-2-carboxylic acid methyl ester (0.16 g, 0.6 mmol) and sodium hydroxide (31 mg, 0.7 mmol) in ethanol (40 mL) was heated to 90° C. for 2 h. The reaction mixture was evaporated, dissolved in water and extracted with ethyl acetate (30 mL). The pH of the aqueous layer was adjusted to 2 by addition of 1 N hydrochloric acid, the resulting precipitate was collected by filtration and dried in vacuo to give the title compound (0.11 g, 0.5 mmol; 73%)... The product is C1(CC1)C=1C=CC(=NC1OCCOC)C(=O)O (5-Cyclopropyl-6-(2-methoxyethoxy)-pyridine-2-carboxylic acid). The reactants are NCCC(=O)O (β-aminopropionic acid), [OH-].[K+] (potassium hydroxide), C(C(=O)C1=CC=CC=C1)Br (phenacyl bromide), C(=S)=S (carbon disulfide). Solvent: CO (methanol), O (water), CO (methanol). Run at time 2 hour. Yields the product C1(=CC=CC=C1)C1(N(C(SC1)=S)CCC(=O)O)O (4-phenyl-3-(2-carboxyethyl)-4-hydroxythiazolidine-2-thione). Yield: 81.9%. RXN SMILES: [NH2:1][CH2:2][CH2:3][C:4]([OH:6])=[O:5].[OH-].[K+].[C:9](=[S:11])=[S:10].[CH2:12](Br)[C:13]([C:15]1[CH:20]=[CH:19][CH:18]=[CH:17][CH:16]=1)=[O:14]>O.CO>[C:15]1([C:13]2([OH:14])[CH2:12][S:10][C:9](=[S:11])[N:1]2[CH2:2][CH2:3][C:4]([OH:6])=[O:5])[CH:20]=[CH:19][CH:18]=[CH:17][CH:16]=1 |f:1.2|. Procedure details: To 250 ml of a methanol solution containing 44 g (0.5 mol) of β-aminopropionic acid and 28 g (0.5 mol) of potassium hydroxide, was added 30 ml (0.5 mol) of carbon disulfide under cooling (at 5° C. or below) and the mixture was stirred for 2 hours. A methanol solution containing 100 g (0.5 mol) of phenacyl bromide was added dropwise under cooling at 5° C. or below and after the completion of the addition the mixture was stirred at room temperature for 2.5 hours. 220 ml of water was added and the ... Reactants: O=C([O-])[O-], CCC1SC(=O)NN=C1c1ccc(OC)c(OC)c1, CCC(Br)C(=O)c1ccc(OC)c(OC)c1, CC(C)=O, [K+], [K+], O=[N+]([O-])c1ccc(CCl)cc1. Product: CCC1SC(=O)N(Cc2ccc([N+](=O)[O-])cc2)N=C1c1ccc(OC)c(OC)c1. RXN SMILES: [C:47](=[O:48])([O-:49])[O-:50].[CH3:1][O:2][c:3]1[cH:4][c:5]([C:11]2=[N:12][NH:13][C:14](=[O:19])[S:15][CH:16]2[CH2:17][CH3:18])[cH:6][cH:7][c:8]1[O:9][CH3:10].[CH3:20][O:21][c:22]1[cH:23][c:24]([C:25](=[O:26])[CH:27]([Br:28])[CH2:29][CH3:30])[cH:31][cH:32][c:33]1[O:34][CH3:35].[CH3:53][C:54](=[O:55])[CH3:56].[K+:51].[K+:52].[N+:36](=[O:37])([O-:38])[c:39]1[cH:40][cH:41][c:42]([CH2:43][Cl:44])[cH:45][cH:46]1>>[CH3:1][O:2][c:3]1[cH:4][c:5]([C:11]2=[N:12][N:13]([CH2:43][c:42]3[cH:41][cH:40][c:39]([N+:36](=[O:37])[O-:38])[cH:46][cH:45]3)[C:14](=[O:19])[S:15][CH:16]2[CH2:17][CH3:18])[cH:6][cH:7][c:8]1[O:9][CH3:10]. The reactants are C1CCOC1, Cc1cc2ncc3cc(-c4ccccc4)c(=O)[nH]c3n2n1, [Li]C, CCOC(C)=O, O=[Mn]=O. Product: Cc1cc2nc(C)c3cc(-c4ccccc4)c(=O)[nH]c3n2n1. RXN SMILES: [CH2:30]1[O:31][CH2:32][CH2:33][CH2:34]1.[CH3:1][c:2]1[n:3][n:4]2[c:5]([n:6][cH:7][c:8]3[c:9]2[nH:10][c:11](=[O:20])[c:12](-[c:14]2[cH:15][cH:16][cH:17][cH:18][cH:19]2)[cH:13]3)[cH:21]1.[CH3:22][Li:23].[CH3:24][CH2:25][O:26][C:27](=[O:28])[CH3:29].[O:35]=[Mn:36]=[O:37]>>[CH3:1][c:2]1[n:3][n:4]2[c:5]([n:6][c:7]([CH3:24])[c:8]3[c:9]2[nH:10][c:11](=[O:20])[c:12](-[c:14]2[cH:15][cH:16][cH:17][cH:18][cH:19]2)[cH:13]3)[cH:21]1. Starting materials: ClC1=NC=C(C(=C1)Cl)C (2,4-dichloro-5-methyl-pyridine), C[Si](N[Si](C)(C)C)(C)C (Hexamethyl disilazane), C(C)(C)(C)OC(C)=O (Acetic acid tert-butyl ester), C1(CCCCC1)P(C1=C(C=CC=C1)C1=C(C=CC=C1)N(C)C)C1CCCCC1 ((2′-dicyclohexylphosphanyl-biphenyl-2-yl)-dimethyl-amine). Reagents/catalysts: C(C1=CC=CC=C1)=CC(=O)C=CC1=CC=CC=C1.[Pd] (Palladium dibenzylideneacetone). Solvent: C1(=CC=CC=C1)C (toluene). Run at temperature -78 celsius, time 15 minute. Yields the product C(C)(C)(C)OC(CC1=CC(=NC=C1C)Cl)=O ((2-chloro-5-methyl-pyridin-4-yl)-acetic acid tert-butyl ester). RXN SMILES: C[Si](C)(C)N[Si](C)(C)C.C1(P(C2CCCCC2)C2C=CC=CC=2C2C=CC=CC=2N(C)C)CCCCC1.[C:38]([O:42][C:43](=[O:45])[CH3:44])([CH3:41])([CH3:40])[CH3:39].[Cl:46][C:47]1[CH:52]=[C:51](Cl)[C:50]([CH3:54])=[CH:49][N:48]=1>C1(C)C=CC=CC=1.C(=CC(C=CC1C=CC=CC=1)=O)C1C=CC=CC=1.[Pd]>[C:38]([O:42][C:43](=[O:45])[CH2:44][C:51]1[C:50]([CH3:54])=[CH:49][N:48]=[C:47]([Cl:46])[CH:52]=1)([CH3:41])([CH3:40])[CH3:39] |f:5.6|. Reported procedure: Hexamethyl disilazane (1.33 g, 8.23 mmol) is dissolved in dry toluene (15 ml) under an atmosphere of argon. After thoroughly purging the solvent with argon, the solution is cooled to −78° C., and n-BuLi (5.1 ml of a 1.6 M solution in hexanes, 8.23 mmol) is added. The mixture is stirred for 15 minutes at −78° C. and for 15 minutes at rt, whereupon a clear solution is obtained. Palladium dibenzylideneacetone (Pd2(dba)3, 151 mg, 0.16 mmol) and (2′-dicyclohexylphosphanyl-biphenyl-2-yl)-dimethyl-amin... Reactants: ClC1=NC2=C(N1C)C(=CC=C2)N(C2=CC=C(C#N)C=C2)C(C)C (4-[(2-chloro-1-methyl-1H-benzimidazol-7-yl)(isopropyl)amino]benzonitrile), BrC1=CC=C(N)C(=C1)C (4-bromo-6-methylaniline), C(C)(=O)OCC (ethyl acetate). Run at temperature 120 celsius, time 3 day. Product: BrC1=CC(=C(C(=C1)C)NC1=NC2=C(N1C)C(=CC=C2)N(C2=CC=C(C#N)C=C2)C(C)C)OC (4-[[2-[(4-Bromo-2-methoxy-6-methylphenyl)amino]-1-methyl-1H-benzimidazol-7-yl](isopropyl)amino]benzonitrile). Isolated yield 9.5%. Reaction SMILES: Cl[C:2]1[N:6]([CH3:7])[C:5]2[C:8]([N:12]([CH:21]([CH3:23])[CH3:22])[C:13]3[CH:20]=[CH:19][C:16]([C:17]#[N:18])=[CH:15][CH:14]=3)=[CH:9][CH:10]=[CH:11][C:4]=2[N:3]=1.[Br:24][C:25]1[CH:31]=[C:30]([CH3:32])[C:28]([NH2:29])=[CH:27][CH:26]=1.[C:33](OCC)(=[O:35])C>>[Br:24][C:25]1[CH:31]=[C:30]([CH3:32])[C:28]([NH:29][C:2]2[N:6]([CH3:7])[C:5]3[C:8]([N:12]([CH:21]([CH3:23])[CH3:22])[C:13]4[CH:20]=[CH:19][C:16]([C:17]#[N:18])=[CH:15][CH:14]=4)=[CH:9][CH:10]=[CH:11][C:4]=3[N:3]=2)=[C:27]([O:35][CH3:33])[CH:26]=1. Procedure details: A mixture of 4-[(2-chloro-1-methyl-1H-benzimidazol-7-yl)(isopropyl)amino]benzonitrile (50 mg, 0.154 mmol) and 4-bromo-6-methylaniline (100 mg, 0.46 mmol) was stirred at 120° C. for 3 days. The mixture was dissolved in ethyl acetate, washed with saturated aqueous sodium bicarbonate and water, dried over magnesium sulfate and evaporated in vacuo. The residue was chromatographed on silica gel eluting with a solution of 33% ethyl acetate/hexane. The desired fractions were concentrated in vacuo, and ... As a reaction SMILES: [OH-:1].[Na+].O[C:4]1[CH:13]=[CH:12][C:11]2[C:6](=[CH:7][CH:8]=[CH:9][CH:10]=2)[C:5]=1[C:14]1[C:23]2[C:18](=[CH:19][CH:20]=[CH:21][CH:22]=2)[CH:17]=[CH:16][C:15]=1O.S([O:30][CH3:31])(OC)(=O)=O.[CH3:32]C1C=CC=CC=1>S([O-])(O)(=O)=O.C([N+](CCCC)(CCCC)CCCC)CCC>[CH3:32][O:1][C:4]1[CH:13]=[CH:12][C:11]2[C:6](=[CH:7][CH:8]=[CH:9][CH:10]=2)[C:5]=1[C:14]1[C:23]2[C:18](=[CH:19][CH:20]=[CH:21][CH:22]=2)[CH:17]=[CH:16][C:15]=1[O:30][CH3:31] |f:0.1,5.6|. Starting materials: [OH-].[Na+] (NaOH), CC1=CC=CC=C1 (methylbenzene), OC1=C(C2=CC=CC=C2C=C1)C1=C(C=CC2=CC=CC=C12)O (2,2′-dihydroxy-1,1′-binaphthyl), S(=O)(=O)(OC)OC (dimethyl sulfate). Reagents/catalysts: S(=O)(=O)(O)[O-].C(CCC)[N+](CCCC)(CCCC)CCCC (tetrabutylammonium hydrogen sulfate). Run at temperature 70 celsius. Procedure: 52 g NaOH with the concentration of 30% is formulated at room temperature. Under stirring, 143 g 2,2′-dihydroxy-1,1′-binaphthyl prepared according to the above method, 5.2 g tetrabutylammonium hydrogen sulfate and 500 ml methylbenzene are heated up to 70° C. while being dropwise added with 164 g dimethyl sulfate in order to perform stirring reaction, which is followed by TLC tracing, and upon the disappearance of monoether spots, the reaction continues for a while. The reaction product is cooled... The product is COC1=C(C2=CC=CC=C2C=C1)C1=C(C=CC2=CC=CC=C12)OC (2,2′-dimethoxy-1,1′-binaphthyl). Starting materials: [N+](=O)([O-])C=1C=C(C=CC1)C=1C=C(C=CC(=O)O)C=CC1 (3-(3-nitrophenyl)cinnamic acid), C(C(=O)Cl)(=O)Cl (oxalyl chloride), CN(C)C=O (DMF). The solvent is C1CCOC1 (THF). Run at time 1 hour. The product is N1(CCCCC1)CC1=CC=C(C=C1)NC(\C=C\C1=CC(=CC=C1)C1=CC(=CC=C1)[N+](=O)[O-])=O ((E)-N-[4-(piperidinomethyl)-phenyl]-3-(3-nitrophenyl)cinnamamide). RXN SMILES: [N+:1]([C:4]1[CH:5]=[C:6]([C:10]2[CH:11]=[C:12]([CH:18]=[CH:19][CH:20]=2)[CH:13]=[CH:14][C:15]([OH:17])=O)[CH:7]=[CH:8][CH:9]=1)([O-:3])=[O:2].[C:21](Cl)(=O)[C:22](Cl)=O.[CH3:27][N:28]([CH:30]=O)[CH3:29]>C1COCC1>[N:28]1([CH2:29][C:22]2[CH:21]=[CH:5][C:4]([NH:1][C:15](=[O:17])/[CH:14]=[CH:13]/[C:12]3[CH:18]=[CH:19][CH:20]=[C:10]([C:6]4[CH:7]=[CH:8][CH:9]=[C:4]([N+:1]([O-:3])=[O:2])[CH:5]=4)[CH:11]=3)=[CH:9][CH:8]=2)[CH2:30][CH2:10][CH2:6][CH2:7][CH2:27]1. Reported procedure: In THF (10ml) was dissolved 3-(3-nitrophenyl)cinnamic acid (0.54g), and to the solution were added oxalyl chloride (0.35ml) and a drop of DMF. The mixture was stirred at room temperature for 1 hour and concentrated under reduced pressure. The residue was dissolved in THF (20ml), and to the solution were added 1-(4-aminobenzyl)piperidine (0.38g) and triethylamine (0.34ml) at room temperature. The reaction mixture was stirred at room temperature for 2 hours, and to the mixture was added water (50m... Reactants: Cc1cnc(N2CCNCC2)c(C)c1, COC(=O)c1ccc(N2CCOC2=O)nc1. Yields the product Cc1cnc(N2CCN(C(=O)c3ccc(N4CCOC4=O)nc3)CC2)c(C)c1. As a reaction SMILES: [CH3:17][c:18]1[c:19]([N:25]2[CH2:26][CH2:27][NH:28][CH2:29][CH2:30]2)[n:20][cH:21][c:22]([CH3:24])[cH:23]1.[CH3:1][O:2][C:3]([c:4]1[cH:5][n:6][c:7]([N:10]2[C:11](=[O:15])[O:12][CH2:13][CH2:14]2)[cH:8][cH:9]1)=[O:16]>>[C:3]([c:4]1[cH:5][n:6][c:7]([N:10]2[C:11](=[O:15])[O:12][CH2:13][CH2:14]2)[cH:8][cH:9]1)(=[O:16])[N:28]1[CH2:27][CH2:26][N:25]([c:19]2[c:18]([CH3:17])[cH:23][c:22]([CH3:24])[cH:21][n:20]2)[CH2:30][CH2:29]1.